From a dataset of the Open Reaction Database (ORD), a public repository of structured organic reaction records. describe an organic reaction: reactants, conditions, products, and yield The reactants are C([O-])([O-])=O.[K+].[K+] (potassium carbonate), [N+](=O)([O-])C=1C=C(C=CC1)C=1C(=C(NN1)S)C1=CC=NC=C1 (5-(3-Nitro-phenyl)-4-pyridin-4-yl-2H-pyrazole-3-thiol), BrCCBr (1,2-dibromoethane). The solvent is C(C)(=O)OCC (ethyl acetate), CN(C)C=O (DMF). Run at time 3 hour. Product: [N+](=O)([O-])C=1C=C(C=CC1)C1=NN2C(SCC2)=C1C1=CC=NC=C1 (6-(3-nitro-phenyl)-7-pyridin-4-yl-2,3-dihydro-pyrazolo[5,1-b]thiazole). The yield is 86.3%. RXN SMILES: [N+:1]([C:4]1[CH:5]=[C:6]([C:10]2[C:11]([C:16]3[CH:21]=[CH:20][N:19]=[CH:18][CH:17]=3)=[C:12]([SH:15])[NH:13][N:14]=2)[CH:7]=[CH:8][CH:9]=1)([O-:3])=[O:2].C(=O)([O-])[O-].[K+].[K+].Br[CH2:29][CH2:30]Br>CN(C=O)C.C(OCC)(=O)C>[N+:1]([C:4]1[CH:5]=[C:6]([C:10]2[C:11]([C:16]3[CH:21]=[CH:20][N:19]=[CH:18][CH:17]=3)=[C:12]3[S:15][CH2:29][CH2:30][N:13]3[N:14]=2)[CH:7]=[CH:8][CH:9]=1)([O-:3])=[O:2] |f:1.2.3|. Procedure details: 5-(3-Nitro-phenyl)-4-pyridin-4-yl-2H-pyrazole-3-thiol (298 mg, 1.0 mmol) was dissolved in dry DMF (12.5 mL) under nitrogen atmosphere. Solid potassium carbonate (690 mg, 5 mmol, 5 eq) was added followed by 1,2-dibromoethane (0.086 mL, 1 mmol, 1 eq) and the suspension was stirred at room temperature for 3 hours. The reaction mixture was then diluted with ethyl acetate (60 mL) and washed with saturated aqueous NaHCO3 and brine. The organic layer was dried over Na2SO4 and concentrated under reduced... The reactants are CC=1C=C(C(=NC1)NC=1C=C(C=CC1)C)[N+](=O)[O-] (5-methyl-3-nitro-N-(m-tolyl)pyridin-2-amine). Reagents/catalysts: [Pd] (Palladium on carbon). The solvent is C(C)O (ethanol), C1CCOC1 (THF). Reaction conditions: time 8 hour. Yields the product CC=1C=C(C(=NC1)NC=1C=C(C=CC1)C)N (5-methyl-N2-(m-tolyl)pyridine-2,3-diamine). RXN SMILES: [CH3:1][C:2]1[CH:3]=[C:4]([N+:16]([O-])=O)[C:5]([NH:8][C:9]2[CH:10]=[C:11]([CH3:15])[CH:12]=[CH:13][CH:14]=2)=[N:6][CH:7]=1>[Pd].C(O)C.C1COCC1>[CH3:1][C:2]1[CH:3]=[C:4]([NH2:16])[C:5]([NH:8][C:9]2[CH:10]=[C:11]([CH3:15])[CH:12]=[CH:13][CH:14]=2)=[N:6][CH:7]=1. Reported procedure: Palladium on carbon (10%, 1.55 g, 1.456 mmol) was added to a Parr Hydrogenator bottle. The bottle was purged with nitrogen. Then, 5-methyl-3-nitro-N-(m-tolyl)pyridin-2-amine (15.5 g, 63.7 mmol) in 90 mL of ethanol and 90 mL of THF was added. The material was hydrogenated overnight on a Parr Hydrogenator. The mixture was filtered through Celite® to remove the palladium on carbon. The Celite® pad was washed with dichloromethane and evaporated to a solid (13.5 g, 99%).